This data is from the Open Reaction Database (ORD), a public repository of structured organic reaction records. The task is: describe an organic reaction: reactants, conditions, products, and yield The reactants are ClC1=CC(=C(C=C1)NC1=C(C=NC2=CN=C(C=C12)F)C#N)F (4-(4-chloro-2-fluoro-phenylamino)-6-fluoro-[1.7]naphthyridine-3-carbonitrile), CN(CC[O-])C.[Na+] (sodium (2-dimethylamino-ethoxide)), O1CCCC1 (tetrahydrofuran). Run in O (water). Product: ClC1=CC(=C(C=C1)NC1=C(C=NC2=CN=C(C=C12)OCCN(C)C)C#N)F (4-(4-chloro-2-fluoro-phenylamino)-6-(2-dimethylamino-ethoxy)-[1.7]naphthyridine-3-carbonitrile). Isolated yield 64.0%. Reaction SMILES: [Cl:1][C:2]1[CH:7]=[CH:6][C:5]([NH:8][C:9]2[C:18]3[C:13](=[CH:14][N:15]=[C:16](F)[CH:17]=3)[N:12]=[CH:11][C:10]=2[C:20]#[N:21])=[C:4]([F:22])[CH:3]=1.[CH3:23][N:24]([CH3:28])[CH2:25][CH2:26][O-:27].[Na+].O1CCCC1>O>[Cl:1][C:2]1[CH:7]=[CH:6][C:5]([NH:8][C:9]2[C:18]3[C:13](=[CH:14][N:15]=[C:16]([O:27][CH2:26][CH2:25][N:24]([CH3:28])[CH3:23])[CH:17]=3)[N:12]=[CH:11][C:10]=2[C:20]#[N:21])=[C:4]([F:22])[CH:3]=1 |f:1.2|. Reported procedure: To 250 mg of 4-(4-chloro-2-fluoro-phenylamino)-6-fluoro-[1.7]naphthyridine-3-carbonitrile under an inert atmosphere was added 8 mL of 1 M sodium (2-dimethylamino-ethoxide) in tetrahydrofaran. After refluxing for 2 hours, the reaction was stripped of tetrahydrofuran and water was added. The product was filtered, washed with water, dried, and recrystallized from chloroform/ether/hexanes to give 204 mg (64%) of 4-(4-chloro-2-fluoro-phenylamino)-6-(2-dimethylamino-ethoxy)-[1.7]naphthyridine-3-carbon...